This data is from the Open Reaction Database (ORD), a public repository of structured organic reaction records. The task is: describe an organic reaction: reactants, conditions, products, and yield The reactants are [BH4-], COc1ccc(C(=NS(=O)C(C)(C)C)c2cccc(C)n2)c(OC)c1, CO, [Na+]. Product: COc1ccc(C(NS(=O)C(C)(C)C)c2cccc(C)n2)c(OC)c1. Reaction SMILES: [BH4-:26].[CH3:1][O:2][c:3]1[c:4]([C:11](=[N:12][S:13](=[O:14])[C:15]([CH3:16])([CH3:17])[CH3:18])[c:19]2[n:20][c:21]([CH3:25])[cH:22][cH:23][cH:24]2)[cH:5][cH:6][c:7]([O:9][CH3:10])[cH:8]1.[CH3:28][OH:29].[Na+:27]>>[CH3:1][O:2][c:3]1[c:4]([CH:11]([NH:12][S:13](=[O:14])[C:15]([CH3:16])([CH3:17])[CH3:18])[c:19]2[n:20][c:21]([CH3:25])[cH:22][cH:23][cH:24]2)[cH:5][cH:6][c:7]([O:9][CH3:10])[cH:8]1. Reactants: COC(C(CC1=CC2=CC=CC=C2C=C1)NC(C(COC)NC(=O)OC(C)(C)C)=O)=O (2-(2-tert-butoxycarbonylamino-3-methoxy-propionylamino)-3-naphthalen-2-yl-propionic acid methyl ester), ClCCCl (1,2-Dichloroethane). Solvent: Cl (hydrogen chloride), O1CCOCC1 (dioxane). Reaction conditions: time 1 hour. The product is Cl.COC(C(CC1=CC2=CC=CC=C2C=C1)NC(C(COC)N)=O)=O (2-(2-amino-3-methoxy-propionylamino)-3-naphthalen-2-yl-propionic acid methyl ester HCl). As a reaction SMILES: [CH3:1][O:2][C:3](=[O:31])[CH:4]([NH:16][C:17](=[O:30])[CH:18]([NH:22]C(OC(C)(C)C)=O)[CH2:19][O:20][CH3:21])[CH2:5][C:6]1[CH:15]=[CH:14][C:13]2[C:8](=[CH:9][CH:10]=[CH:11][CH:12]=2)[CH:7]=1.[Cl:32]CCCl>Cl.O1CCOCC1>[ClH:32].[CH3:1][O:2][C:3](=[O:31])[CH:4]([NH:16][C:17](=[O:30])[CH:18]([NH2:22])[CH2:19][O:20][CH3:21])[CH2:5][C:6]1[CH:15]=[CH:14][C:13]2[C:8](=[CH:9][CH:10]=[CH:11][CH:12]=2)[CH:7]=1 |f:4.5|. Reported procedure: 2-(2-tert-butoxycarbonylamino-3-methoxy-propionylamino)-3-naphthalen-2-yl-propionic acid methyl ester, 57, (5.2 g, 12.1 mmol) is dissolved in 4M hydrogen chloride in dioxane (40 mL) and stirred at room temperature for 1 hour. 1,2-Dichloroethane (40 mL) is added. The solution is concentrated in vacuo to afford 4.43 g (quantitative yield) of the desired product. Starting materials: N#N (N2), CC=1NC(=CC1C1=NC=CC=C1)C (2-(2,5-dimethylpyrrolyl)-pyridine), solution, C(CCC)[Li] (butyl lithium), C(C1=CC=CC=C1)N1C(CCCC1)CC1=CC=C(C=C1)Br (N-benzyl-2-(4-bromobenzyl)-piperidine). Run in CCOCC (ether), CCCCCC (hexane), CCOCC (ether). Conditions: temperature -70 celsius, time 5 minute. Product: CC=1NC(=CC1C1=NC(=CC=C1)C1=CC=C(C=C1)CC1N(CCCC1)CC1=CC=CC=C1)C (2-(2,5-Dimethylpyrrolyl)-6-[4-(1-benzyl-piperidin-2-ylmethyl)-phenyl]-pyridine). Yield: 16.2%. As a reaction SMILES: N#N.[CH2:3]([N:10]1[CH2:15][CH2:14][CH2:13][CH2:12][CH:11]1[CH2:16][C:17]1[CH:22]=[CH:21][C:20](Br)=[CH:19][CH:18]=1)[C:4]1[CH:9]=[CH:8][CH:7]=[CH:6][CH:5]=1.C([Li])CCC.[CH3:29][C:30]1[NH:31][C:32]([CH3:41])=[CH:33][C:34]=1[C:35]1[CH:40]=[CH:39][CH:38]=[CH:37][N:36]=1>CCCCCC.CCOCC>[CH3:29][C:30]1[NH:31][C:32]([CH3:41])=[CH:33][C:34]=1[C:35]1[CH:40]=[CH:39][CH:38]=[C:37]([C:20]2[CH:21]=[CH:22][C:17]([CH2:16][CH:11]3[CH2:12][CH2:13][CH2:14][CH2:15][N:10]3[CH2:3][C:4]3[CH:9]=[CH:8][CH:7]=[CH:6][CH:5]=3)=[CH:18][CH:19]=2)[N:36]=1. Reported procedure: To a 100 mL 3N round-bottomed flask equipped with septum and N2 inlet were added 175 mg (0.509 mmol) N-benzyl-2-(4-bromobenzyl)-piperidine and 7 mL dry ether. The solution was cooled to −70° C., and 0.38 mL (0.610 mmol) of a 1.6 M solution of butyl lithium in hexane added dropwise over 1 minutes. The reaction was stirred at −70° C. for 5 min, then warmed to room temperature over 20 minutes. To the stirring reaction was then added a solution of 105 mg (0.610 mmol) 2-(2,5-dimethylpyrrolyl)-pyridin... Starting materials: CC(C)(C)CC1CC(c2onc(C(CCCOCc3ccccc3)CC(=O)OC(C)(C)C)c2C2CC2)C1, CO, C1CCOC1. Product: CC(C)(C)CC1CC(c2onc(C(CCCO)CC(=O)OC(C)(C)C)c2C2CC2)C1. As a reaction SMILES: [CH2:1]([c:2]1[cH:3][cH:4][cH:5][cH:6][cH:7]1)[O:8][CH2:9][CH2:10][CH2:11][CH:12]([CH2:13][C:14](=[O:15])[O:16][C:17]([CH3:18])([CH3:19])[CH3:20])[c:21]1[n:22][o:23][c:24]([CH:29]2[CH2:30][CH:31]([CH2:33][C:34]([CH3:35])([CH3:36])[CH3:37])[CH2:32]2)[c:25]1[CH:26]1[CH2:27][CH2:28]1.[CH3:38][OH:39].[O:40]1[CH2:41][CH2:42][CH2:43][CH2:44]1>>[OH:8][CH2:9][CH2:10][CH2:11][CH:12]([CH2:13][C:14](=[O:15])[O:16][C:17]([CH3:18])([CH3:19])[CH3:20])[c:21]1[n:22][o:23][c:24]([CH:29]2[CH2:30][CH:31]([CH2:33][C:34]([CH3:35])([CH3:36])[CH3:37])[CH2:32]2)[c:25]1[CH:26]1[CH2:27][CH2:28]1. Reactants: CCCC[N+](CCCC)(CCCC)CCCC, CCCCCCC, CCOC(C)=O, COc1ccc(C=O)cc1, [F-], COC(=O)c1c(F)c2sccc2n1COCC[Si](C)(C)C, NCCN, CN(C)C=O. Yields the product COC(=O)c1[nH]c2ccsc2c1F. Reaction SMILES: [CH2:23]([N+:24]([CH2:25][CH2:26][CH2:27][CH3:28])([CH2:29][CH2:30][CH2:31][CH3:32])[CH2:33][CH2:34][CH2:35][CH3:36])[CH2:37][CH2:38][CH3:39].[CH3:59][CH2:60][CH2:61][CH2:62][CH2:63][CH2:64][CH3:65].[CH3:66][CH2:67][O:68][C:69]([CH3:70])=[O:71].[CH:44](=[O:45])[c:46]1[cH:47][cH:48][c:49]([O:50][CH3:51])[cH:52][cH:53]1.[F-:22].[F:1][c:2]1[c:3]2[c:4]([n:5]([CH2:11][O:12][CH2:13][CH2:14][Si:15]([CH3:16])([CH3:17])[CH3:18])[c:6]1[C:7](=[O:8])[O:9][CH3:10])[cH:19][cH:20][s:21]2.[NH2:40][CH2:41][CH2:42][NH2:43].[O:54]=[CH:55][N:56]([CH3:57])[CH3:58]>>[F:1][c:2]1[c:3]2[c:4]([nH:5][c:6]1[C:7](=[O:8])[O:9][CH3:10])[cH:19][cH:20][s:21]2. The reactants are CC(=O)OCC(=O)Nc1ccc(Cl)c(C(=O)Nc2cccc3c4c(oc23)CCCC4)c1Cl, CO, ClCCl. Yields the product O=C(CO)Nc1ccc(Cl)c(C(=O)Nc2cccc3c4c(oc23)CCCC4)c1Cl. RXN SMILES: [C:1](=[O:2])([CH3:3])[O:4][CH2:5][C:6](=[O:7])[NH:8][c:9]1[c:10]([Cl:32])[c:11]([C:12](=[O:13])[NH:14][c:15]2[cH:16][cH:17][cH:18][c:19]3[c:20]4[c:21]([o:22][c:23]23)[CH2:24][CH2:25][CH2:26][CH2:27]4)[c:28]([Cl:31])[cH:29][cH:30]1.[CH3:36][OH:37].[Cl:33][CH2:34][Cl:35]>>[OH:4][CH2:5][C:6](=[O:7])[NH:8][c:9]1[c:10]([Cl:32])[c:11]([C:12](=[O:13])[NH:14][c:15]2[cH:16][cH:17][cH:18][c:19]3[c:20]4[c:21]([o:22][c:23]23)[CH2:24][CH2:25][CH2:26][CH2:27]4)[c:28]([Cl:31])[cH:29][cH:30]1.